From a dataset of the Open Reaction Database (ORD), a public repository of structured organic reaction records. describe an organic reaction: reactants, conditions, products, and yield The reactants are C(C)OC(=O)C1=C(N(C2=CC=C(C=C12)O)C1=NC=C(C=C1)OC)CC(=O)OCC (2-Ethoxycarbonylmethyl-5-hydroxy-1-(5-methoxypyridin-2-yl)indole-3-carboxylic acid ethyl ester), FC(C1=CC=C(C=C1)B(O)O)(F)F (4-trifluoromethylphenylboronic acid). Product: C(C)OC(=O)C1=C(N(C2=CC=C(C=C12)OC1=CC=C(C=C1)C(F)(F)F)C1=NC=C(C=C1)OC)CC(=O)OCC (2-Ethoxycarbonylmethyl-1-(5-methoxypyridin-2-yl)-5-(4-trifluoromethylphenoxy)indole-3-carboxylic acid ethyl ester). Reaction SMILES: [CH2:1]([O:3][C:4]([C:6]1[C:14]2[C:9](=[CH:10][CH:11]=[C:12]([OH:15])[CH:13]=2)[N:8]([C:16]2[CH:21]=[CH:20][C:19]([O:22][CH3:23])=[CH:18][N:17]=2)[C:7]=1[CH2:24][C:25]([O:27][CH2:28][CH3:29])=[O:26])=[O:5])[CH3:2].[F:30][C:31]([F:42])([F:41])[C:32]1[CH:37]=[CH:36][C:35](B(O)O)=[CH:34][CH:33]=1>>[CH2:1]([O:3][C:4]([C:6]1[C:14]2[C:9](=[CH:10][CH:11]=[C:12]([O:15][C:35]3[CH:36]=[CH:37][C:32]([C:31]([F:42])([F:41])[F:30])=[CH:33][CH:34]=3)[CH:13]=2)[N:8]([C:16]2[CH:21]=[CH:20][C:19]([O:22][CH3:23])=[CH:18][N:17]=2)[C:7]=1[CH2:24][C:25]([O:27][CH2:28][CH3:29])=[O:26])=[O:5])[CH3:2]. Reported procedure: The sub-title compound was prepared in accordance with step (c) Example 1 from 2-ethoxycarbonylmethyl-5-hydroxy-1-(5-methoxypyridin-2-yl)indole-3-carboxylic acid ethyl ester (139 mg, 0.35 mmol, see step (b) Example 13) and 4-trifluoromethylphenylboronic acid (100 mg, 0.53 mmol). Yield 110 mg (58%). The reactants are ClC1=CC2=C(C=C1)C1=C(C(=C(N(S1(=O)=O)C)C(=O)OC)O)S2 (methyl 7-chloro-4-hydroxy-2-methyl-2H-[1] benzothieno [2,3-e]-1,2-thiazine-3-carboxylate-1,1-dioxide), NC1=NC=CN=C1 (amino-pyrazine). Yields the product ClC1=CC2=C(C=C1)C1=C(C(=C(N(S1(=O)=O)C)C(=O)NC1=NC=CN=C1)O)S2 (7-Chloro-4-hydroxy-2-methyl-N-(pyrazinyl)-2H-[1] benzothieno-[2,3-e]-1,2-thiazine-3-carboxamide-1,1-dioxide). The yield is 70.0%. RXN SMILES: [Cl:1][C:2]1[CH:7]=[CH:6][C:5]2[C:8]3[S:13](=[O:15])(=[O:14])[N:12]([CH3:16])[C:11]([C:17]([O:19]C)=O)=[C:10]([OH:21])[C:9]=3[S:22][C:4]=2[CH:3]=1.[NH2:23][C:24]1[CH:29]=[N:28][CH:27]=[CH:26][N:25]=1>>[Cl:1][C:2]1[CH:7]=[CH:6][C:5]2[C:8]3[S:13](=[O:14])(=[O:15])[N:12]([CH3:16])[C:11]([C:17]([NH:23][C:24]4[CH:29]=[N:28][CH:27]=[CH:26][N:25]=4)=[O:19])=[C:10]([OH:21])[C:9]=3[S:22][C:4]=2[CH:3]=1. Reported procedure: Prepared analogous to Example 1 from methyl 7-chloro-4-hydroxy-2-methyl-2H-[1] benzothieno [2,3-e]-1,2-thiazine-3-carboxylate-1,1-dioxide and amino-pyrazine with a yield of 70% of theory. The reactants are FC1=C(C=C(O)C=C1)O (4-fluororesorcinol), FC1=C(C=C(O)C=C1)O (4-fluororesorcinol), C1(=CC=CC2=CC=CC=C12)C=O (naphthalene-1-carboxaldehyde). The solvent is CS(=O)(=O)O (methanesulfonic acid). Yields the product FC1=C(C2=CC3=CC(=C(C=C3OC2=CC1=O)O)F)C1=CC=CC2=CC=CC=C12 (2,7-difluoro-6-hydroxy-1-(1-naphthyl)xanthene-3-one). As a reaction SMILES: [F:1][C:2]1[CH:8]=[CH:7][C:5]([OH:6])=[CH:4][C:3]=1[OH:9].[C:10]1([CH:20]=O)[C:19]2[C:14](=[CH:15][CH:16]=[CH:17][CH:18]=2)[CH:13]=[CH:12][CH:11]=1>CS(O)(=O)=O>[F:1][C:2]1[C:3](=[O:9])[CH:4]=[C:5]2[C:7](=[CH:8][C:7]3[C:5]([O:6]2)=[CH:4][C:3]([OH:9])=[C:2]([F:1])[CH:8]=3)[C:20]=1[C:10]1[C:19]2[C:14](=[CH:15][CH:16]=[CH:17][CH:18]=2)[CH:13]=[CH:12][CH:11]=1. Reported procedure: Two equivalents of 4-fluororesorcinol (Compound 15) are condensed with one equivalent of naphthalene-1-carboxaldehyde in warm methanesulfonic acid. When the reaction is judged complete by TLC analysis, the intermediate product is precipitated from the reaction solution by the addition of an excess of water. The crude solid is collected on a Buichner funnel, and dried in vacuo. The intermediate is then dissolved in chloroform and treated with an excess of chloramine-T. When the oxidation reaction... Starting materials: ClC=1C(=C(C(=C(C1)C(C)NC(OC(C)(C)C)=O)OCC)C=1C=NC=C(C1)S(=O)(=O)C)C#N (tert-butyl (1-{5-chloro-4-cyano-2-ethoxy-3-[5-(methylsulfonyl)pyridin-3-yl]phenyl}ethyl)carbamate), CB(O)O (methylboronic acid), C([O-])([O-])=O.[Na+].[Na+] (sodium carbonate). The reagents and catalysts are Cl[Pd](P(C(C)(C)C)(C(C)(C)C)C1=CC=C(C=C1)N(C)C)(P(C1=CC=C(C=C1)N(C)C)(C(C)(C)C)C(C)(C)C)Cl (Dichloro(bis{di-tert-butyl[4-(dimethylamino)phenyl]phosphoranyl})palladium). The solvent is O1CCOCC1 (1,4-dioxane), O (water). Reaction conditions: temperature 90 celsius. Product: C(#N)C1=C(C(=C(C=C1C)C(C)NC(OC(C)(C)C)=O)OCC)C=1C=NC=C(C1)S(=O)(=O)C (tert-butyl (1-{4-cyano-2-ethoxy-5-methyl-3-[5-(methylsulfonyl)pyridin-3-yl]phenyl}ethyl)carbamate). The yield is 65.3%. Reaction SMILES: Cl[C:2]1[C:3]([C:31]#[N:32])=[C:4]([C:21]2[CH:22]=[N:23][CH:24]=[C:25]([S:27]([CH3:30])(=[O:29])=[O:28])[CH:26]=2)[C:5]([O:18][CH2:19][CH3:20])=[C:6]([CH:8]([NH:10][C:11](=[O:17])[O:12][C:13]([CH3:16])([CH3:15])[CH3:14])[CH3:9])[CH:7]=1.[CH3:33]B(O)O.C(=O)([O-])[O-].[Na+].[Na+]>O1CCOCC1.O.Cl[Pd](Cl)(P(C(C)(C)C)(C(C)(C)C)C1C=CC(N(C)C)=CC=1)P(C1C=CC(N(C)C)=CC=1)(C(C)(C)C)C(C)(C)C>[C:31]([C:3]1[C:2]([CH3:33])=[CH:7][C:6]([CH:8]([NH:10][C:11](=[O:17])[O:12][C:13]([CH3:16])([CH3:15])[CH3:14])[CH3:9])=[C:5]([O:18][CH2:19][CH3:20])[C:4]=1[C:21]1[CH:22]=[N:23][CH:24]=[C:25]([S:27]([CH3:30])(=[O:29])=[O:28])[CH:26]=1)#[N:32] |f:2.3.4|. Procedure details: To tert-butyl (1-{5-chloro-4-cyano-2-ethoxy-3-[5-(methylsulfonyl)pyridin-3-yl]phenyl}ethyl)carbamate (60 mg, 0.1 mmol) and methylboronic acid (6.4 mg, 0.11 mmol) in 1,4-dioxane (4 mL) was added sodium carbonate (20 mg, 0.2 mmol) in water (2 mL). The reaction was degassed with N2. Dichloro(bis{di-tert-butyl[4-(dimethylamino)phenyl]phosphoranyl})palladium (4 mg, 0.005 mmol) was added and degassed again with N2. The reaction was heated at 90° C. overnight. The reaction was allowed to cool to room t... Starting materials: COc1cc(CN2CCC(Cc3ccc(C(F)(F)F)cc3)C2=O)cc(OC)c1OC, [Li]C(C)CC, CC(C)(C)[Si](C)(C)OCCI, C1CCOC1, O. The product is COc1cc(CN2CCC(CCO[Si](C)(C)C(C)(C)C)(Cc3ccc(C(F)(F)F)cc3)C2=O)cc(OC)c1OC. Reaction SMILES: [CH3:1][O:2][c:3]1[cH:4][c:5]([CH2:6][N:7]2[C:8](=[O:23])[CH:9]([CH2:12][c:13]3[cH:14][cH:15][c:16]([C:19]([F:20])([F:21])[F:22])[cH:17][cH:18]3)[CH2:10][CH2:11]2)[cH:24][c:25]([O:29][CH3:30])[c:26]1[O:27][CH3:28].[CH:31]([Li:32])([CH2:33][CH3:34])[CH3:35].[I:36][CH2:37][CH2:38][O:39][Si:40]([CH3:41])([CH3:42])[C:43]([CH3:44])([CH3:45])[CH3:46].[O:48]1[CH2:49][CH2:50][CH2:51][CH2:52]1.[OH2:47]>>[CH3:1][O:2][c:3]1[cH:4][c:5]([CH2:6][N:7]2[C:8](=[O:23])[C:9]([CH2:12][c:13]3[cH:14][cH:15][c:16]([C:19]([F:20])([F:21])[F:22])[cH:17][cH:18]3)([CH2:37][CH2:38][O:39][Si:40]([CH3:41])([CH3:42])[C:43]([CH3:44])([CH3:45])[CH3:46])[CH2:10][CH2:11]2)[cH:24][c:25]([O:29][CH3:30])[c:26]1[O:27][CH3:28].